Task: describe an organic reaction: reactants, conditions, products, and yield. Dataset: the Open Reaction Database (ORD), a public repository of structured organic reaction records Reactants: Cl.N1=CC=CC=C1 (pyridine hydrochloride), C1(=CC=CC=C1)NC(=O)N1C=CC2=CC(=CC=C12)N (5-aminoindole-1-carboxylic acid phenylamide), NC1=NC=CC(=C1)Cl (2-Amino-4-chloropyridine). The solvent is CN1C(CCC1)=O (N-methylpyrrolidone). Conditions: temperature 100 celsius, time 6.5 hour. Product: C1(=CC=CC=C1)NC(=O)N1C=CC2=CC(=CC=C12)NC1=CC(=NC=C1)N (5-(2-Aminopyridin-4-ylamino)indole-1-carboxylic acid phenylamide). Isolated yield 104.0%. RXN SMILES: [NH2:1][C:2]1[CH:7]=[C:6](Cl)[CH:5]=[CH:4][N:3]=1.Cl.N1C=CC=CC=1.[C:16]1([NH:22][C:23]([N:25]2[C:33]3[C:28](=[CH:29][C:30]([NH2:34])=[CH:31][CH:32]=3)[CH:27]=[CH:26]2)=[O:24])[CH:21]=[CH:20][CH:19]=[CH:18][CH:17]=1>CN1CCCC1=O>[C:16]1([NH:22][C:23]([N:25]2[C:33]3[C:28](=[CH:29][C:30]([NH:34][C:6]4[CH:5]=[CH:4][N:3]=[C:2]([NH2:1])[CH:7]=4)=[CH:31][CH:32]=3)[CH:27]=[CH:26]2)=[O:24])[CH:17]=[CH:18][CH:19]=[CH:20][CH:21]=1 |f:1.2|. Reported procedure: 2-Amino-4-chloropyridine (500 mg, 0.446 mmol) was dissolved in N-methylpyrrolidone (5.0 ml); pyridine hydrochloride (750 mg) and 5-aminoindole-1-carboxylic acid phenylamide (408 mg, 1.62 mmol) was added thereto; the reaction mixture was stirred at 100° C. for 6.5 hours. After cooling to room temperature, the reaction mixture was partitioned between saturated aqueous solution of sodium hydrogencarbonate and ethyl acetate; the organic layer was washed with brine, dried over anhydrous magnesium sul... Starting materials: [N+](=O)([O-])C1=CC(=CC(=C1)C(F)(F)F)[N+](=O)[O-] (1,3-dinitro-5-(trifluoromethyl)benzene), C[O-].[Na+] (sodium methanolate). Solvent: CO (methanol), CO (methanol). Yields the product COC1=CC(=CC(=C1)C(F)(F)F)[N+](=O)[O-] (1-methoxy-3-nitro-5-(trifluoromethyl)benzene). Isolated yield 90.7%. RXN SMILES: [N+:1]([C:4]1[CH:9]=[C:8]([C:10]([F:13])([F:12])[F:11])[CH:7]=[C:6]([N+]([O-])=O)[CH:5]=1)([O-:3])=[O:2].[CH3:17][O-:18].[Na+]>CO>[CH3:17][O:18][C:6]1[CH:7]=[C:8]([C:10]([F:13])([F:12])[F:11])[CH:9]=[C:4]([N+:1]([O-:3])=[O:2])[CH:5]=1 |f:1.2|. Reported procedure: To a solution of 1,3-dinitro-5-(trifluoromethyl)benzene (10 g, 42.4 mmol) in absolute methanol (100 mL) was added sodium methanolate (3.43 g, 63.5 mmol) in absolute methanol (20 mL). The red alcoholic solution was refluxed for 1 h, then concentrated to remove solvent, diluted with ethyl acetate (80 mL) and water (30 mL). Separated organic part was dried over Na2SO4, filtered and concentrated to get the title product (8.5 g) as a red solid The reactants are COC(=O)C1CC(C#N)(c2ccc(OC)c(OC)c2)CCC1=O, CC(=O)O, O, O=S(=O)(O)O. The product is COc1ccc(C2(C#N)CCC(=O)CC2)cc1OC. RXN SMILES: [C:1](#[N:2])[C:3]1([c:14]2[cH:15][c:16]([O:22][CH3:23])[c:17]([O:20][CH3:21])[cH:18][cH:19]2)[CH2:4][CH2:5][C:6](=[O:13])[CH:7]([C:9]([O:10][CH3:11])=[O:12])[CH2:8]1.[CH3:24][C:25](=[O:26])[OH:27].[OH2:33].[S:28](=[O:29])(=[O:30])([OH:31])[OH:32]>>[C:1](#[N:2])[C:3]1([c:14]2[cH:15][c:16]([O:22][CH3:23])[c:17]([O:20][CH3:21])[cH:18][cH:19]2)[CH2:4][CH2:5][C:6](=[O:13])[CH2:7][CH2:8]1. Starting materials: ClC=1C=C(C(=N)NO)C=C(C1NS(=O)(=O)C)C (3-chloro-N-hydroxy-4-methanesulfonylamino-5-methyl-benzamidine), C(C)S(=O)(=O)Cl (ethanesulfonylchloride). Yields the product ClC=1C=C(C(=N)NO)C=C(C1NS(=O)(=O)CC)C (3-Chloro-4-ethanesulfonylamino N-hydroxy-5-methyl-benzamidine). Reaction SMILES: [Cl:1][C:2]1[CH:3]=[C:4]([CH:9]=[C:10]([CH3:17])[C:11]=1[NH:12][S:13]([CH3:16])(=[O:15])=[O:14])[C:5]([NH:7][OH:8])=[NH:6].[CH2:18](S(Cl)(=O)=O)C>>[Cl:1][C:2]1[CH:3]=[C:4]([CH:9]=[C:10]([CH3:17])[C:11]=1[NH:12][S:13]([CH2:16][CH3:18])(=[O:15])=[O:14])[C:5]([NH:7][OH:8])=[NH:6]. Reported procedure: The title compound is prepared in analogy to 3-chloro-N-hydroxy-4-methanesulfonylamino-5-methyl-benzamidine using ethanesulfonylchloride; LC-MS**: tR=0.27 min, [M+1]+=292.13; 1H NMR (D6-DMSO): δ 1.36 (t, J=7.5 Hz, 3H), 2.40 (s, 3H), 3.22 (q, J=7.5 Hz), 5.88 (s, 2H), 7.57 (d, J=1.5 Hz, 1H), 7.63 (d, J=1.5 Hz, 1H), 9.18 (s, 1H), 9.78 (s, 1H). Starting materials: CCCCCCC (heptane), C([O-])([O-])=O.[K+].[K+] (potassium carbonate), BrCCC (1-bromo-propane), ClC1=CC=C(CC=2NC(C3=C(N2)OC(=N3)C3=CC(=CC=C3)F)=O)C=C1 (5-(4-chloro-benzyl)-2-(3-fluoro-phenyl)-6H-oxazolo[5,4-d]pyrimidin-7-one). Run in CN(C=O)C (dimethylformamide), CCCCCCC.C(C)(=O)OCC (heptane ethyl acetate). Reaction conditions: temperature 60 celsius, time 16 hour. Yields the product ClC1=CC=C(CC=2N=C(C3=C(N2)OC(=N3)C3=CC(=CC=C3)F)OCCC)C=C1 (5-(4-Chloro-benzyl)-2-(3-fluoro-phenyl)-7-propoxy-oxazolo[5,4-d]pyrimidine). The yield is 22.4%. Reaction SMILES: C(=O)([O-])[O-].[K+].[K+].Br[CH2:8][CH2:9][CH3:10].[Cl:11][C:12]1[CH:35]=[CH:34][C:15]([CH2:16][C:17]2[NH:18][C:19](=[O:33])[C:20]3[N:25]=[C:24]([C:26]4[CH:31]=[CH:30][CH:29]=[C:28]([F:32])[CH:27]=4)[O:23][C:21]=3[N:22]=2)=[CH:14][CH:13]=1.CCCCCCC>CN(C)C=O.CCCCCCC.C(OCC)(=O)C>[Cl:11][C:12]1[CH:35]=[CH:34][C:15]([CH2:16][C:17]2[N:18]=[C:19]([O:33][CH2:8][CH2:9][CH3:10])[C:20]3[N:25]=[C:24]([C:26]4[CH:31]=[CH:30][CH:29]=[C:28]([F:32])[CH:27]=4)[O:23][C:21]=3[N:22]=2)=[CH:14][CH:13]=1 |f:0.1.2,7.8|. Procedure: 28 mg of potassium carbonate and 21 mg of 1-bromo-propane were added to a solution of 60 mg of 5-(4-chloro-benzyl)-2-(3-fluoro-phenyl)-6H-oxazolo[5,4-d]pyrimidin-7-one in 3 ml of dimethylformamide, and the reaction mixture was stirred at 60° C. for 16 h. After cooling, the mixture was subjected to chromatography (silica gel, gradient from heptane to heptane/ethyl acetate 3:1). 15 mg of the title compound were obtained. Starting materials: Brc1cnc(Br)nc1, CCN(C(C)C)C(C)C, CNC1CCC(C#CCO)CC1. Product: CN(c1ncc(Br)cn1)C1CCC(C#CCO)CC1. RXN SMILES: [Br:13][c:14]1[n:15][cH:16][c:17]([Br:20])[cH:18][n:19]1.[CH2:21]([N:22]([CH:23]([CH3:24])[CH3:25])[CH:26]([CH3:27])[CH3:28])[CH3:29].[CH3:1][NH:2][CH:3]1[CH2:4][CH2:5][CH:6]([C:9]#[C:10][CH2:11][OH:12])[CH2:7][CH2:8]1>>[CH3:1][N:2]([CH:3]1[CH2:4][CH2:5][CH:6]([C:9]#[C:10][CH2:11][OH:12])[CH2:7][CH2:8]1)[c:14]1[n:15][cH:16][c:17]([Br:20])[cH:18][n:19]1. RXN SMILES: [NH2:1][CH:2]([C:10]1[C:15]([O:16][CH3:17])=[CH:14][N:13]=[CH:12][C:11]=1[O:18][CH3:19])[CH2:3][CH2:4][CH2:5][C:6]([O:8]C)=O.[CH:20]1[C:28]2[C:27]3[CH:29]=[CH:30][CH:31]=[CH:32][C:26]=3[O:25][C:24]=2[CH:23]=[CH:22][C:21]=1[CH:33]=O>>[CH:20]1[C:28]2[C:27]3[CH:29]=[CH:30][CH:31]=[CH:32][C:26]=3[O:25][C:24]=2[CH:23]=[CH:22][C:21]=1[CH2:33][N:1]1[CH:2]([C:10]2[C:15]([O:16][CH3:17])=[CH:14][N:13]=[CH:12][C:11]=2[O:18][CH3:19])[CH2:3][CH2:4][CH2:5][C:6]1=[O:8]. Procedure details: Prepared according to the described general procedure 1 (GP1) by reaction of methyl 5-amino-5-(3,5-dimethoxypyridin-4-yl)pentanoate with commercially available dibenzo[b,d]furan-2-carbaldehyde. Subsequent purification by preparative HPLC afforded the target compound. LC-MS (conditions A): tR=0.64 min.; [M+H]+: 416.86 g/mol. The reactants are NC(CCCC(=O)OC)C1=C(C=NC=C1OC)OC (methyl 5-amino-5-(3,5-dimethoxypyridin-4-yl)pentanoate), C1=C(C=CC=2OC3=C(C21)C=CC=C3)C=O (dibenzo[b,d]furan-2-carbaldehyde). The product is C1=C(C=CC=2OC3=C(C21)C=CC=C3)CN3C(CCCC3C3=C(C=NC=C3OC)OC)=O (1-(dibenzo[b,d]furan-2-ylmethyl)-6-(3,5-dimethoxypyridin-4-yl)piperidin-2-one).